This data is from the Open Reaction Database (ORD), a public repository of structured organic reaction records. The task is: describe an organic reaction: reactants, conditions, products, and yield Reported procedure: To a solution of the sulfoxide from Step 2 (0.35 g, 1.29 mmol) in dichloroethane (2.6 mL) was added TFAA (2.6 mL). The mixture was stirred at 80° C. for 0.5 h, cooled and evaporated. The residue was dissolved in MeOH: Et3N (1:1, 5 mL). The solvent was evaporated and taken up again in MeOH/Et3N. After evaporation of the solvent and chromatography using hexane:EtOAc (70:30) 0.28 g of the title compound was obtained. The reactants are CS(=O)C=1C=C(C=C(C1)F)C(=O)C=1SC=CN1 ((3-Methylsulfinyl-5-fluorophenyl)(thiazol-2-yl)methanone), C(=O)(C(F)(F)F)OC(=O)C(F)(F)F (TFAA). Solvent: ClC(C)Cl (dichloroethane). The product is FC=1C=C(C=C(C1)S)C(=O)C=1SC=CN1 (5-Fluoro-3-(thiazol-2-ylcarbonyl)thiophenol). As a reaction SMILES: C[S:2]([C:4]1[CH:5]=[C:6]([C:11]([C:13]2[S:14][CH:15]=[CH:16][N:17]=2)=[O:12])[CH:7]=[C:8]([F:10])[CH:9]=1)=O.C(OC(C(F)(F)F)=O)(C(F)(F)F)=O>ClC(Cl)C>[F:10][C:8]1[CH:7]=[C:6]([C:11]([C:13]2[S:14][CH:15]=[CH:16][N:17]=2)=[O:12])[CH:5]=[C:4]([SH:2])[CH:9]=1. Reaction conditions: temperature 80 celsius, time 0.5 hour. Starting materials: CO, CC(C)(O[Si](C)(C)C)C(=O)c1ccc(Cl)cc1, ClCCl, Cl. Yields the product CC(C)(O)C(=O)c1ccc(Cl)cc1. Reaction SMILES: [CH3:19][OH:20].[Cl:1][c:2]1[cH:3][cH:4][c:5]([C:8]([C:9]([CH3:10])([O:11][Si:12]([CH3:13])([CH3:14])[CH3:15])[CH3:16])=[O:17])[cH:6][cH:7]1.[Cl:21][CH2:22][Cl:23].[ClH:18]>>[Cl:1][c:2]1[cH:3][cH:4][c:5]([C:8]([C:9]([CH3:10])([OH:11])[CH3:16])=[O:17])[cH:6][cH:7]1. The reactants are ceric ammonium nitrate, CC=1C(=C(C(=C(C1CCCCC#CCCCC#CCO)OC)OC)OC)OC (5-methyl-1,2,3,4-tetramethoxy-6-(12-hydroxy-5,10-dodecadiynyl)benzene), N1=C(C=CC=C1C(=O)O)C(=O)O (pyridine-2,6-dicarboxylic acid). Solvent: C(C)#N (acetonitrile), O (water), C(C)#N (acetonitrile), O (water). Reaction conditions: time 15 minute. Yields the product COC=1C(C(=C(C(C1OC)=O)C)CCCCC#CCCCC#CCO)=O (2,3-dimethoxy-5-methyl-6-(12-hydroxy-5,10-dodecadiynyl)-1,4-benzoquinone). Yield: 90.8%. As a reaction SMILES: [CH3:1][C:2]1[C:3]([O:27]C)=[C:4]([O:25][CH3:26])[C:5]([O:23][CH3:24])=[C:6]([O:21]C)[C:7]=1[CH2:8][CH2:9][CH2:10][CH2:11][C:12]#[C:13][CH2:14][CH2:15][CH2:16][C:17]#[C:18][CH2:19][OH:20].N1C(C(O)=O)=CC=CC=1C(O)=O>C(#N)C.O>[CH3:24][O:23][C:5]1[C:6](=[O:21])[C:7]([CH2:8][CH2:9][CH2:10][CH2:11][C:12]#[C:13][CH2:14][CH2:15][CH2:16][C:17]#[C:18][CH2:19][OH:20])=[C:2]([CH3:1])[C:3](=[O:27])[C:4]=1[O:25][CH3:26]. Procedure: In a mixed solvent of acetonitrile (6 ml) and water (3 ml) were dissolved 5-methyl-1,2,3,4-tetramethoxy-6-(12-hydroxy-5,10-dodecadiynyl)benzene (II, 0.50 g, 1.29 mmole) and pyridine-2,6-dicarboxylic acid (0.65 g, 1.29×3 mmole), and the solution was stirred under cooling with ice, followed by adding dropwise and ice-cooled solution of ceric ammonium nitrate (2.12 g) in acetonitrile (4.5 ml) and water (4.5 ml) over a 15-minute period. The reaction was allowed to proceed under the same conditions f... The reactants are COC(CNC)OC (N-(2,2-dimethoxyethyl)-N-methylamine), C(=O)(OCC1=CC=CC=C1)NCC(=O)O (N-CBZ-glycine), C(CCl)Cl (EDC), C=1C=CC2=C(C1)N=NN2O (HOBt), C(C)(C)N(C(C)C)CC (N,N-diisopropylethylamine). Run in CN(C)C=O (DMF), O (water). Yields the product C(C1=CC=CC=C1)OC(=O)NCC(=O)N(C)CC(OC)OC (N2-Benzyloxycarbonyl-N1-(2,2-dimethoxyethyl)-N1-methylglycinamide). RXN SMILES: [CH3:1][O:2][CH:3]([O:7][CH3:8])[CH2:4][NH:5][CH3:6].[C:9]([NH:19][CH2:20][C:21]([OH:23])=O)([O:11][CH2:12][C:13]1[CH:18]=[CH:17][CH:16]=[CH:15][CH:14]=1)=[O:10].C(Cl)CCl.C1C=CC2N(O)N=NC=2C=1.C(N(CC)C(C)C)(C)C>CN(C=O)C.O>[CH2:12]([O:11][C:9]([NH:19][CH2:20][C:21]([N:5]([CH2:4][CH:3]([O:7][CH3:8])[O:2][CH3:1])[CH3:6])=[O:23])=[O:10])[C:13]1[CH:14]=[CH:15][CH:16]=[CH:17][CH:18]=1. Procedure details: A solution of N-(2,2-dimethoxyethyl)-N-methylamine (760 g, 6.38 mmol), N-CBZ-glycine (1337.6 g, 6.39 mol), EDC (1225.8 g, 6.39 mol), and HOBt (107.7 g, 0.70 mol), and N,N-diisopropylethylamine (172 mL) in anhydrous DMF (12 L) was stirred at room temperature overnight. The reaction mixture was diluted with water (24 L) and extracted with dichloromethane (3×10 L). The organic extracts were combined, dried over anhydrous magnesium sulfate, filtered, and concentrated under vacuum to provide the titl... Starting materials: FC1=C(C=CC(=C1)F)[C@@]1(O[C@H]1C)CN1N=CN=C1 ((2R,3S)-2-(2,4-Difluorophenyl)-3-methyl-2-(1H-1,2,4-triazol-1-yl)methyloxirane), N1(C=NC=C1)C1=CC=C(C=C1)N1C(NN=C1)=O (4-[4-(1H-1-imidazolyl)phenyl]-3(2H,4H)-1,2,4-triazolone). Product: FC1=C(C=CC(=C1)F)[C@]([C@@H](C)N1N=CN(C1=O)C1=CC=C(C=C1)N1C=NC=C1)(CN1N=CN=C1)O (2-[(1R,2R)-2-(2,4-difluorophenyl)-2-hydroxy-1-methyl-3-(1H-1,2,4-triazol-1-yl)propyl]-4-[4-(1H-1-imidazolyl)phenyl]-3(2H,4H)-1,2,4-triazolone). As a reaction SMILES: [F:1][C:2]1[CH:7]=[C:6]([F:8])[CH:5]=[CH:4][C:3]=1[C@@:9]1([CH2:13][N:14]2[CH:18]=[N:17][CH:16]=[N:15]2)[C@H:11]([CH3:12])[O:10]1.[N:19]1([C:24]2[CH:29]=[CH:28][C:27]([N:30]3[CH:34]=[N:33][NH:32][C:31]3=[O:35])=[CH:26][CH:25]=2)[CH:23]=[CH:22][N:21]=[CH:20]1>>[F:1][C:2]1[CH:7]=[C:6]([F:8])[CH:5]=[CH:4][C:3]=1[C@@:9]([OH:10])([CH2:13][N:14]1[CH:18]=[N:17][CH:16]=[N:15]1)[C@H:11]([N:32]1[C:31](=[O:35])[N:30]([C:27]2[CH:28]=[CH:29][C:24]([N:19]3[CH:23]=[CH:22][N:21]=[CH:20]3)=[CH:25][CH:26]=2)[CH:34]=[N:33]1)[CH3:12]. Procedure: (2R,3S)-2-(2,4-Difluorophenyl)-3-methyl-2-(1H-1,2,4-triazol-1-yl)methyloxirane was reacted with 4-[4-(1H-1-imidazolyl)phenyl]-3(2H,4H)-1,2,4-triazolone in the same manner as in Working Example 11 to give 2-[(1R,2R)-2-(2,4-difluorophenyl)-2-hydroxy-1-methyl-3-(1H-1,2,4-triazol-1-yl)propyl]-4-[4-(1H-1-imidazolyl)phenyl]-3(2H,4H)-1,2,4-triazolone (Compound 22). Starting materials: O=C(Cl)C1CCCCC1, CCCCCCC(C)(O)CC, CCCCCC, c1ccncc1. Product: CCCCCCC(C)(CC)OC(=O)C1CCCCC1. Reaction SMILES: [C:18]([CH:19]1[CH2:20][CH2:21][CH2:22][CH2:23][CH2:24]1)(=[O:25])[Cl:26].[CH3:1][C:2]([CH2:3][CH3:4])([CH2:5][CH2:6][CH2:7][CH2:8][CH2:9][CH3:10])[OH:11].[CH3:27][CH2:28][CH2:29][CH2:30][CH2:31][CH3:32].[cH:12]1[cH:13][cH:14][n:15][cH:16][cH:17]1>>[CH3:1][C:2]([CH2:3][CH3:4])([CH2:5][CH2:6][CH2:7][CH2:8][CH2:9][CH3:10])[O:11][C:18]([CH:19]1[CH2:20][CH2:21][CH2:22][CH2:23][CH2:24]1)=[O:25]. Starting materials: ClC1=NC(=CC=2N1N=C(N2)CN2CCOCC2)C2=C(C=C(C=C2)Cl)Cl (5-Chloro-7-(2,4-dichlorophenyl)-2-(morpholin-4-ylmethyl)[1,2,4]triazolo[1,5-c]pyrimidine), FC(C(=O)O)(F)F.NCCNC1=NC=C(C#N)C=C1 (6-[(2-Aminoethyl)amino]nicotinonitrile trifluoroacetate), CCN(C(C)C)C(C)C (DIEA). Solvent: CS(=O)C (DMSO). Yields the product ClC1=C(C=CC(=C1)Cl)C1=CC=2N(C(=N1)NCCNC1=CC=C(C=N1)C#N)N=C(N2)CN2CCOCC2 (6-[(2-{[7-(2,4-Dichlorophenyl)-2-(morpholin-4-ylmethyl)[1,2,4]triazolo[1,5-c]pyrimidin-5-yl]-amino}ethyl)amino]pyridine-3-carbonitrile). As a reaction SMILES: Cl[C:2]1[N:7]2[N:8]=[C:9]([CH2:11][N:12]3[CH2:17][CH2:16][O:15][CH2:14][CH2:13]3)[N:10]=[C:6]2[CH:5]=[C:4]([C:18]2[CH:23]=[CH:22][C:21]([Cl:24])=[CH:20][C:19]=2[Cl:25])[N:3]=1.FC(F)(F)C(O)=O.[NH2:33][CH2:34][CH2:35][NH:36][C:37]1[CH:44]=[CH:43][C:40]([C:41]#[N:42])=[CH:39][N:38]=1.CCN(C(C)C)C(C)C>CS(C)=O>[Cl:25][C:19]1[CH:20]=[C:21]([Cl:24])[CH:22]=[CH:23][C:18]=1[C:4]1[N:3]=[C:2]([NH:33][CH2:34][CH2:35][NH:36][C:37]2[N:38]=[CH:39][C:40]([C:41]#[N:42])=[CH:43][CH:44]=2)[N:7]2[N:8]=[C:9]([CH2:11][N:12]3[CH2:17][CH2:16][O:15][CH2:14][CH2:13]3)[N:10]=[C:6]2[CH:5]=1 |f:1.2|. Procedure: 100 mg (0.25 mmol) of 5-chloro-7-(2,4-dichlorophenyl)-2-(morpholin-4-ylmethyl)[1,2,4]-triazolo[1,5-c]pyrimidine (Example 150A) and 60 mg (0.30 mmol) of 6-[(2-aminoethyl)amino]pyridine-3-carbonitrile (Example 13A) are introduced into DMSO (4 ml), 0.26 ml (1.5 mmol) of DIEA is added, and the reaction solution is irradiated in a microwave reactor at 140° C. for 45 min. The reaction mixture is purified by preparative HPLC. 62 mg (46% of theory) of the product are obtained as a solid. Reactants: O=c1c2cc(-c3ccccc3)cnc2ccc2cccc(Br)c12, C[S-], [Cu]Br, [Na+]. Product: CSc1cccc2ccc3ncc(-c4ccccc4)cc3c(=O)c12. Reaction SMILES: [Br:1][c:2]1[cH:3][cH:4][cH:5][c:6]2[c:7]1[c:8](=[O:23])[c:9]1[c:10]([n:11][cH:12][c:13](-[c:15]3[cH:16][cH:17][cH:18][cH:19][cH:20]3)[cH:14]1)[cH:21][cH:22]2.[CH3:24][S-:25].[Cu:27][Br:28].[Na+:26]>>[c:2]1([S:25][CH3:24])[cH:3][cH:4][cH:5][c:6]2[c:7]1[c:8](=[O:23])[c:9]1[c:10]([n:11][cH:12][c:13](-[c:15]3[cH:16][cH:17][cH:18][cH:19][cH:20]3)[cH:14]1)[cH:21][cH:22]2. Starting materials: NC1=NC(=C(C(=C1C#N)C1=CC2=C(OC(CO2)CO)C=C1)C#N)S (2-amino-6-sulfanyl-4-[2-(hydroxymethyl)-2,3-dihydro-1,4-benzodioxin-6-yl]-3,5-pyridinedicarbonitrile), ( 7 ), ( 4 ), OCCBr (2-hydroxyethyl bromide), C([O-])(O)=O.[Na+] (sodium bicarbonate). Solvent: CN(C)C=O (DMF). Procedure details: 30 mg (0.09 mmol) of 2-amino-6-sulfanyl-4-[2-(hydroxymethyl)-2,3-dihydro-1,4-benzodioxin-6-yl]-3,5-pyridinedicarbonitrile [prepared analogously to Dyachenko et al., Russian Journal of Chemistry 33 (7), 1014–1017 (1997); 34 (4), 557–563 (1998)], 22 mg (0.18 mmol) of 2-hydroxyethyl bromide and 29 mg (0.35 mmol) of sodium bicarbonate are stirred in 1.5 ml of DMF at room temperature overnight. The reaction solution is purified directly by preparative HPLC on reversed-phase silica gel. Product: NC1=NC(=C(C(=C1C#N)C1=CC2=C(OC(CO2)CO)C=C1)C#N)SCCO (2-Amino-6-[(2-hydroxyethyl)sulfanyl]-4-[2-(hydroxymethyl)-2,3-dihydro-1,4-benzodioxin-6-yl]-3,5-pyridinedicarbonitrile). As a reaction SMILES: [NH2:1][C:2]1[C:7]([C:8]#[N:9])=[C:6]([C:10]2[CH:21]=[CH:20][C:13]3[O:14][CH:15]([CH2:18][OH:19])[CH2:16][O:17][C:12]=3[CH:11]=2)[C:5]([C:22]#[N:23])=[C:4]([SH:24])[N:3]=1.[OH:25][CH2:26][CH2:27]Br.C(=O)(O)[O-].[Na+]>CN(C=O)C>[NH2:1][C:2]1[C:7]([C:8]#[N:9])=[C:6]([C:10]2[CH:21]=[CH:20][C:13]3[O:14][CH:15]([CH2:18][OH:19])[CH2:16][O:17][C:12]=3[CH:11]=2)[C:5]([C:22]#[N:23])=[C:4]([S:24][CH2:27][CH2:26][OH:25])[N:3]=1 |f:2.3|. The yield is 46.5%. Reactants: FC(C(=O)O)(F)F.ClC=1C=C(C=C(C1)Cl)C(CC(=O)O)NC(CNC(=O)C1=CC(=CC=C1)NC=1NCCCN1)=O ((±) 3,5-dichloro-β-[[2-[[[3-[(1,4,5,6-tetrahydropyrimidin-2-yl)amino]phenyl]-carbonyl]amino]acetyl]amino]benzenepropanoic acid, trifluoroacetate salt), C(=O)(N1C=NC=C1)N1C=NC=C1 (carbonyldiimidazole), C(COCCOCCOCCO)O (Tetraethyleneglycol). Solvent: CC(=O)N(C)C (DMA). Reported procedure: To the product of Example 200 (200 mg, 0.00033 mole) in DMA (1.5 mL) was added carbonyldiimidazole (67 mg, 0.00041 mole). The reaction was stirred at room temperature for 1 hour. Tetraethyleneglycol (214 mg, 0.0011 mole) was then added and the reaction mixture was stirred overnight at 60° C. The reaction was cooled to room temperature and the product was isolated by RPHPLC to yield the title compound (120 mg after lyophilization) as a hygroscopic white solid. MS and NMR were consistent with the ... Run at time 1 hour. Reaction SMILES: [F:1][C:2]([F:7])([F:6])[C:3]([OH:5])=[O:4].[Cl:8][C:9]1[CH:10]=[C:11]([CH:16]([NH:21][C:22](=[O:40])[CH2:23][NH:24][C:25]([C:27]2[CH:32]=[CH:31][CH:30]=[C:29]([NH:33][C:34]3[NH:35][CH2:36][CH2:37][CH2:38][N:39]=3)[CH:28]=2)=[O:26])[CH2:17][C:18]([OH:20])=[O:19])[CH:12]=[C:13]([Cl:15])[CH:14]=1.C(N1C=CN=C1)(N1C=CN=C1)=O.[CH2:53]([OH:65])[CH2:54][O:55][CH2:56][CH2:57][O:58][CH2:59][CH2:60][O:61][CH2:62][CH2:63]O>CC(N(C)C)=O>[F:1][C:2]([F:7])([F:6])[C:3]([OH:5])=[O:4].[Cl:8][C:9]1[CH:10]=[C:11]([CH:16]([NH:21][C:22](=[O:40])[CH2:23][NH:24][C:25]([C:27]2[CH:32]=[CH:31][CH:30]=[C:29]([NH:33][C:34]3[NH:39][CH2:38][CH2:37][CH2:36][N:35]=3)[CH:28]=2)=[O:26])[CH2:17][C:18]([O:20][CH2:63][CH2:62][O:61][CH2:60][CH2:59][O:58][CH2:57][CH2:56][O:55][CH2:54][CH2:53][OH:65])=[O:19])[CH:12]=[C:13]([Cl:15])[CH:14]=1 |f:0.1,5.6|. Product: FC(C(=O)O)(F)F.ClC=1C=C(C=C(C1)Cl)C(CC(=O)OCCOCCOCCOCCO)NC(CNC(=O)C1=CC(=CC=C1)NC=1NCCCN1)=O ((±) [2-[2-[2-(2-hydroxyethoxy)ethoxy]ethoxy]ethyl] 3,5-dichloro-β-[[2-[[[3-[(1,4,5,6-tetrahydropyrimidin-2-yl)amino]phenyl]carbonyl]amino]acetyl]amino]benzenepropanoate, trifluoroacetate salt).